From a dataset of the Open Reaction Database (ORD), a public repository of structured organic reaction records. describe an organic reaction: reactants, conditions, products, and yield Starting materials: C1OC=2C=C(CN)C=CC2O1 (3,4-methylenedioxybenzylamine), ClC=1N=C(C2=C(N1)SC(=C2)CC)Cl (2,4-dichloro-6-ethyl-thieno-[2,3-d]-pyrimidine). The product is ClC=1N=C(C2=C(N1)SC(=C2)CC)NCC2=CC1=C(C=C2)OCO1 (2-chloro-6-ethyl-4-(3,4-methylenedioxybenzylamino)-thieno-[2,3-d]-pyrimidine). Reaction SMILES: [CH2:1]1[O:11][C:10]2[CH:9]=[CH:8][C:5]([CH2:6][NH2:7])=[CH:4][C:3]=2[O:2]1.[Cl:12][C:13]1[N:14]=[C:15](Cl)[C:16]2[CH:21]=[C:20]([CH2:22][CH3:23])[S:19][C:17]=2[N:18]=1>>[Cl:12][C:13]1[N:14]=[C:15]([NH:7][CH2:6][C:5]2[CH:8]=[CH:9][C:10]3[O:11][CH2:1][O:2][C:3]=3[CH:4]=2)[C:16]2[CH:21]=[C:20]([CH2:22][CH3:23])[S:19][C:17]=2[N:18]=1. Procedure: Following the procedure of Example 1, the reaction of 3,4-methylenedioxybenzylamine with 2,4-dichloro-6-ethyl-thieno-[2,3-d]-pyrimidine gives 2-chloro-6-ethyl-4-(3,4-methylenedioxybenzylamino)-thieno-[2,3-d]-pyrimidine Mp. 148° C. Reactants: N#Cc1ccc(CBr)cc1, [I-], [K+], [K+], [Na+], O=C([O-])[O-], CN(C)C=O, Oc1ccc(-n2ccc3ccccc32)cc1. Product: N#Cc1ccc(COc2ccc(-n3ccc4ccccc43)cc2)cc1. RXN SMILES: [Br:23][CH2:24][c:25]1[cH:26][cH:27][c:28]([C:31]#[N:32])[cH:29][cH:30]1.[I-:33].[K+:17].[K+:18].[Na+:34].[O-:19][C:20]([O-:21])=[O:22].[O:35]=[CH:36][N:37]([CH3:38])[CH3:39].[OH:1][c:2]1[cH:3][cH:4][c:5](-[n:8]2[cH:9][cH:10][c:11]3[cH:12][cH:13][cH:14][cH:15][c:16]23)[cH:6][cH:7]1>>[O:1]([c:2]1[cH:3][cH:4][c:5](-[n:8]2[cH:9][cH:10][c:11]3[cH:12][cH:13][cH:14][cH:15][c:16]23)[cH:6][cH:7]1)[CH2:24][c:25]1[cH:26][cH:27][c:28]([C:31]#[N:32])[cH:29][cH:30]1. Reactants: C(C)(C)(C)C1=CC(N(C=C1)C[C@@H]1OCCC1)=N ((R)-4-tert-butyl-1-((tetrahydrofuran-2-yl)methyl)pyridin-2(1H)-imine), ClC=1C=CC(=C(C(=O)Cl)C1)OC (5-chloro-2-methoxybenzoyl chloride). Run in O1CCCC1 (tetrahydrofuran). Conditions: temperature 60 celsius, time 14 hour. Yields the product C(C)(C)(C)C1=C/C(/N(C=C1)C[C@@H]1OCCC1)=N\C(C1=C(C=CC(=C1)Cl)OC)=O (N-[(2E)-4-tert-butyl-1-[(2R)-tetrahydrofuran-2-ylmethyl]pyridin-2(1H)-ylidene]-5-chloro-2-methoxybenzamide). Isolated yield 8.8%. As a reaction SMILES: [C:1]([C:5]1[CH:10]=[CH:9][N:8]([CH2:11][C@H:12]2[CH2:16][CH2:15][CH2:14][O:13]2)[C:7](=[NH:17])[CH:6]=1)([CH3:4])([CH3:3])[CH3:2].[Cl:18][C:19]1[CH:20]=[CH:21][C:22]([O:28][CH3:29])=[C:23]([CH:27]=1)[C:24](Cl)=[O:25]>O1CCCC1>[C:1]([C:5]1[CH:10]=[CH:9][N:8]([CH2:11][C@H:12]2[CH2:16][CH2:15][CH2:14][O:13]2)/[C:7](=[N:17]/[C:24](=[O:25])[C:23]2[CH:27]=[C:19]([Cl:18])[CH:20]=[CH:21][C:22]=2[O:28][CH3:29])/[CH:6]=1)([CH3:4])([CH3:2])[CH3:3]. Procedure: To a solution of the crude product of Example 61A (0.8 g, 1.7 mmol) in tetrahydrofuran (10 mL) were added 5-chloro-2-methoxybenzoyl chloride (0.4 g, 1.9 mmol) and triethylamime (0.7 mL, 5.1 mmol). After stirring at 60° C. for 14 hours, the reaction mixture was cooled and quenched with saturated NaHCO3 (10 mL). The aqueous layer was extracted with ethyl acetate (3×20 mL). The combined organic extracts were dried over anhydrous Na2SO4, filtered and concentrated under reduced pressure. The residue ... Reactants: O1C(COC2=C1C=CC=C2)C2OC2 (2-(1,4-benzodioxan-2-yl)-oxiran), [C-]#N.[K+] (potassium cyanide), [Cl-].[NH4+] (ammonium chloride), CN(C=O)C (dimethylformamide), O (water). Conditions: time 3 day. Yields the product O1C(COC2=C1C=CC=C2)C=CC(=O)O (3-(1,4-benzodioxan-2-yl)-acrylic acid). Reaction SMILES: [O:1]1[C:6]2[CH:7]=[CH:8][CH:9]=[CH:10][C:5]=2[O:4][CH2:3][CH:2]1[CH:11]1[CH2:13]O1.[C-]#N.[K+].[Cl-].[NH4+].CN(C)[CH:21]=[O:22].[OH2:24]>>[O:1]1[C:6]2[CH:7]=[CH:8][CH:9]=[CH:10][C:5]=2[O:4][CH2:3][CH:2]1[CH:11]=[CH:13][C:21]([OH:22])=[O:24] |f:1.2,3.4|. Procedure: The mixture of 10 g of 2-(1,4-benzodioxan-2-yl)-oxiran [Tetrahedron 18, 289 (1962)], 2 g of potassium cyanide, 2 g of ammonium chloride and 25 ml of dimethylformamide is stirred at room temperature for 3 days. The mixture is diluted with water and extracted with methylene chloride. The extract is evaporated and the residue dehydrated by refluxing in a mixture of 11 ml of acetic acid, 11 ml of water and 4 ml of sulfuric acid for 24 hours. The mixture is diluted with ice, extracted with diethyl et... Starting materials: [H-].[H-].[H-].[H-].[Li+].[Al+3] (LiAlH4), CC1=C(N=C(O1)C1=CC=C(C=C1)C)C(=O)OCC (ethyl 5-methyl-2-p-tolyloxazole-4-carboxylate), [O-]S(=O)(=O)[O-].[Mg+2] (MgSO4), [OH-].[K+] (KOH). The solvent is C(C)OCC (diethyl ether), C(C)(=O)OCC (ethyl acetate), C(C)(C)(C)OC (methyl tert-butyl ether), CCCCCCC.C(C)(=O)OCC (heptane ethyl acetate), C(C)OCC (diethyl ether). Conditions: temperature 0 celsius, time 1 hour. Product: CC1=C(N=C(O1)C1=CC=C(C=C1)C)CO (5-methyl-2-p-tolyl-oxazole-4-methanol). The yield is 96.5%. Reaction SMILES: [H-].[H-].[H-].[H-].[Li+].[Al+3].[CH3:7][C:8]1[O:12][C:11]([C:13]2[CH:18]=[CH:17][C:16]([CH3:19])=[CH:15][CH:14]=2)=[N:10][C:9]=1[C:20](OCC)=[O:21].[O-]S([O-])(=O)=O.[Mg+2].[OH-].[K+]>C(OCC)C.C(OCC)(=O)C.C(OC)(C)(C)C.CCCCCCC.C(OCC)(=O)C>[CH3:7][C:8]1[O:12][C:11]([C:13]2[CH:18]=[CH:17][C:16]([CH3:19])=[CH:15][CH:14]=2)=[N:10][C:9]=1[CH2:20][OH:21] |f:0.1.2.3.4.5,7.8,9.10,14.15|. Procedure: In a dry four-necked flask with stirrer motor, internal thermometer, dropping funnel with pressure equalizer and reflux condenser with argon inlet (aspirator with tap), 9.3 g of LiAlH4 are covered with 600 ml of diethyl ether. The suspension is cooled to 0° C. 30 g of ethyl 5-methyl-2-p-tolyloxazole-4-carboxylate are dissolved in 100 ml of diethyl ether and added dropwise to the suspension. After one hour of stirring at room temperature, the reaction has ended (TLC (heptane/ethyl acetate 1:1): R... Starting materials: ClC1=CC(=C(C=O)C=C1)C (4-chloro-2-methylbenzaldehyde), NC1=CC=CC=C1 (aniline). Solvent: C1(=CC=CC=C1)C (toluene), CCOCC (ether). Product: ClC1=CC(=C(C=C1)C=NC1=CC=CC=C1)C (N- [4-chloro-2-methyl (phenyl) methylene]-benzeneamine). Yield: 32.7%. As a reaction SMILES: [Cl:1][C:2]1[CH:9]=[CH:8][C:5]([CH:6]=O)=[C:4]([CH3:10])[CH:3]=1.[NH2:11][C:12]1[CH:17]=[CH:16][CH:15]=[CH:14][CH:13]=1>C1(C)C=CC=CC=1.CCOCC>[Cl:1][C:2]1[CH:9]=[CH:8][C:5]([CH:6]=[N:11][C:12]2[CH:17]=[CH:16][CH:15]=[CH:14][CH:13]=2)=[C:4]([CH3:10])[CH:3]=1. Procedure details: A mixture of 4-chloro-2-methylbenzaldehyde (3.5 g, 22.6 mmol) and aniline (2.11 g, 22.6 mmol) in toluene (40 ml) was heated at reflux in a Dean-Stark apparatus for 1 hour. The mixture was cooled and evaporated in vacuo to leave an oily residue. The residue was redissolved in ether, washed with 5% sodium bicarbonate solution. The organic phase was separated, dried over MgSO4 and filtered. The filtrate was concentrated in vacuo to afford an oily residue which was purified by distillation via a Kug...